Dataset: the Open Reaction Database (ORD), a public repository of structured organic reaction records. Task: describe an organic reaction: reactants, conditions, products, and yield Starting materials: C1(CC1)N(C(=O)C1=NOC(=C1)C1=CC=C(C=C1)C#N)C1CCNCC1 (5-(4-cyano-phenyl)-isoxazole-3-carboxylic acid cyclopropyl-piperidin-4-yl-amide), FC(C1(CC1)COS(=O)(=O)C)(F)F (methanesulfonic acid (1-trifluoromethyl-cyclopropyl)methyl ester). Yields the product C1(CC1)N(C(=O)C1=NOC(=C1)C1=CC=C(C=C1)C#N)C1CCN(CC1)CC1(CC1)C(F)(F)F (5-(4-Cyano-phenyl)-isoxazole-3-carboxylic acid cyclopropyl-[1-(1-trifluoromethyl-cyclopropylmethyl) -piperidin-4-yl]-amide). RXN SMILES: [CH:1]1([N:4]([CH:20]2[CH2:25][CH2:24][NH:23][CH2:22][CH2:21]2)[C:5]([C:7]2[CH:11]=[C:10]([C:12]3[CH:17]=[CH:16][C:15]([C:18]#[N:19])=[CH:14][CH:13]=3)[O:9][N:8]=2)=[O:6])[CH2:3][CH2:2]1.[F:26][C:27]([F:38])([F:37])[C:28]1([CH2:31]OS(C)(=O)=O)[CH2:30][CH2:29]1>>[CH:1]1([N:4]([CH:20]2[CH2:25][CH2:24][N:23]([CH2:31][C:28]3([C:27]([F:38])([F:37])[F:26])[CH2:30][CH2:29]3)[CH2:22][CH2:21]2)[C:5]([C:7]2[CH:11]=[C:10]([C:12]3[CH:13]=[CH:14][C:15]([C:18]#[N:19])=[CH:16][CH:17]=3)[O:9][N:8]=2)=[O:6])[CH2:3][CH2:2]1. Procedure details: The title compound is prepared from 5-(4-cyano-phenyl)-isoxazole-3-carboxylic acid cyclopropyl-piperidin-4-yl-amide and methanesulfonic acid (1-trifluoromethyl-cyclopropyl)methyl ester following a procedure analogous to that described for Example 3. LC (method 4): tR=1.34 min; Mass spectrum (ESI+): m/z=459 [M+H]+. The reactants are B(OC(C)C)(OC(C)C)OC(C)C (triisopropyl borate), Cl (hydrochloric acid), BrC=1C=NC(=NC1)N(C)C (5-bromo-2-dimethylaminopyrimidine), C(CCC)[Li] (n-butyl lithium). Solvent: C1CCOC1 (THF), C1CCOC1 (THF). Run at time 40 minute. Yields the product Cl.CN(C1=NC=C(C=N1)OB(O)O)C (2-dimethylamino-5-pyrimidinylboric acid hydrochloride). Reaction SMILES: Br[C:2]1[CH:3]=[N:4][C:5]([N:8]([CH3:10])[CH3:9])=[N:6][CH:7]=1.C([Li])CCC.[B:16]([O:25]C(C)C)([O:21]C(C)C)[O:17]C(C)C.[ClH:29]>C1COCC1>[ClH:29].[CH3:9][N:8]([CH3:10])[C:5]1[N:4]=[CH:3][C:2]([O:17][B:16]([OH:25])[OH:21])=[CH:7][N:6]=1 |f:5.6|. Procedure: To a solution of 5-bromo-2-dimethylaminopyrimidine (2.0 g, 9.9 mmol: Bull. Chem. Soc. Jpn., 72, 2523 (1999)) dissolved in THF (25 ml) was added 1.56 M of n-butyl lithium (hexane solution, 7.0 ml, 10.9 mmol) under cooling with a dry ice-acetone bath. After stirring the mixture for 40 minutes, a solution of triisopropyl borate (3.5 ml, 0.15 ml) dissolved in THF (6 ml) was added to the reaction mixture. The temperature of the mixture was raised to room temperature, hydrochloric acid was added to th... Starting materials: IN1C(CCC1=O)=O (N-Iodosuccinimide), CC1=CC(N(CO1)C(C(=O)OCC)(C)C)=O (ethyl 2-(2,3-dihydro-6-methyl-4-oxo-4H-1,3-oxazin-3-yl)-2-methylpropanoate). Run in C(C)(=O)O (acetic acid). Conditions: temperature 42.5 celsius, time 5 hour. Yields the product IC=1C(N(COC1C)C(C(=O)OCC)(C)C)=O (ethyl 2-(2,3-dihydro-5-iodo-6-methyl-4-oxo-4H-1,3-oxazin-3-yl)-2-methylpropanoate). The yield is 21.5%. Reaction SMILES: [I:1]N1C(=O)CCC1=O.[CH3:9][C:10]1[O:15][CH2:14][N:13]([C:16]([CH3:23])([CH3:22])[C:17]([O:19][CH2:20][CH3:21])=[O:18])[C:12](=[O:24])[CH:11]=1>C(O)(=O)C>[I:1][C:11]1[C:12](=[O:24])[N:13]([C:16]([CH3:23])([CH3:22])[C:17]([O:19][CH2:20][CH3:21])=[O:18])[CH2:14][O:15][C:10]=1[CH3:9]. Procedure: N-Iodosuccinimide (238 g) was added to a stirred solution of ethyl 2-(2,3-dihydro-6-methyl-4-oxo-4H-1,3-oxazin-3-yl)-2-methylpropanoate (200 g) in acetic acid. The mixture was stirred at 40-45° C. for 5 hours then at ambient temperature overnight and evaporated. The residue was diluted with ether, washed with water, sodium carbonate solution (2M) and brine, dried (MgSO4) and evaporated. A solution of the residue in ethanol was cooled to -40° C. to give ethyl 2-(2,3-dihydro-5-iodo-6-methyl-4-oxo-... Starting materials: NC1=CC(=C(C=C1)O)NC1=NC(=NC=C1F)NC1=CC=C(C=C1)OCCOC (4-amino-2-((5-fluoro-2-((4-(2-methoxyethoxy)phenyl)amino)pyrimidin-4-yl)amino)phenol), C([O-])(O)=O.[Na+] (sodium bicarbonate), C(C=C)(=O)Cl (acryloyl chloride), CCCCCC.C(C)(=O)OCC (hexane ethyl acetate). The solvent is O (water). Conditions: temperature -40 celsius, time 30 minute. Product: FC=1C(=NC(=NC1)NC1=CC=C(C=C1)OCCOC)NC=1C=C(C=CC1O)NC(C=C)=O (N-(3-((5-fluoro-2-((4-(2-methoxyethoxy)phenyl)amino)pyrimidin-4-yl)amino)-4-hydroxyphenyl)acrylamide). Isolated yield 3.2%. As a reaction SMILES: [NH2:1][C:2]1[CH:7]=[CH:6][C:5]([OH:8])=[C:4]([NH:9][C:10]2[C:15]([F:16])=[CH:14][N:13]=[C:12]([NH:17][C:18]3[CH:23]=[CH:22][C:21]([O:24][CH2:25][CH2:26][O:27][CH3:28])=[CH:20][CH:19]=3)[N:11]=2)[CH:3]=1.[C:29](Cl)(=[O:32])[CH:30]=[CH2:31].CCCCCC.C(OCC)(=O)C.C(=O)(O)[O-].[Na+]>O>[F:16][C:15]1[C:10]([NH:9][C:4]2[CH:3]=[C:2]([NH:1][C:29](=[O:32])[CH:30]=[CH2:31])[CH:7]=[CH:6][C:5]=2[OH:8])=[N:11][C:12]([NH:17][C:18]2[CH:23]=[CH:22][C:21]([O:24][CH2:25][CH2:26][O:27][CH3:28])=[CH:20][CH:19]=2)=[N:13][CH:14]=1 |f:2.3,4.5|. Procedure details: To a 25 mL 3-neck RBF previously equipped with a magnetic stirrer and CaCl2 guard tube was added 4-amino-2-((5-fluoro-2-((4-(2-methoxyethoxy)phenyl)amino)pyrimidin-4-yl)amino)phenol (0.075 g in 5 mL DCM) and it was cooled to −40° C. and acryloyl chloride (0.019 g in 3 mL DCM) was slowly added. The reaction was warmed to room temperature and stirred for 30 min. The reaction was monitored on TLC using hexane:ethyl acetate (7:3) as mobile phase. The reaction was complete after 30 min. The reaction ...